This data is from the Open Reaction Database (ORD), a public repository of structured organic reaction records. The task is: describe an organic reaction: reactants, conditions, products, and yield Reactants: NC=1C=CC(=C(C1)[C@]1(N=C(OC[C@@H]1OCC(F)(F)F)N)C)F ((4R,5R)-4-(5-amino-2-fluoro-phenyl)-4-methyl-5-(2,2,2-trifluoro-ethoxy)-5,6-dihydro-4H-[1,3]oxazin-2-ylamine), FC(COC=1C=CC(=NC1)C(=O)O)(F)F (5-(2,2,2-trifluoro-ethoxy)-pyridine-2-carboxylic acid). Yields the product NC=1OC[C@@H]([C@@](N1)(C)C=1C=C(C=CC1F)NC(=O)C1=NC=C(C=C1)OCC(F)(F)F)OCC(F)(F)F (5-(2,2,2-Trifluoro-ethoxy)-pyridine-2-carboxylic acid {3-[(4R,5R)-2-amino-4-methyl-5-(2,2,2-trifluoro-ethoxy)-5,6-dihydro-4H-[1,3]oxazin-4-yl]-4-fluoro-phenyl}-amide). As a reaction SMILES: [NH2:1][C:2]1[CH:3]=[CH:4][C:5]([F:22])=[C:6]([C@:8]2([CH3:21])[C@@H:13]([O:14][CH2:15][C:16]([F:19])([F:18])[F:17])[CH2:12][O:11][C:10]([NH2:20])=[N:9]2)[CH:7]=1.[F:23][C:24]([F:37])([F:36])[CH2:25][O:26][C:27]1[CH:28]=[CH:29][C:30]([C:33](O)=[O:34])=[N:31][CH:32]=1>>[NH2:20][C:10]1[O:11][CH2:12][C@H:13]([O:14][CH2:15][C:16]([F:18])([F:19])[F:17])[C@:8]([C:6]2[CH:7]=[C:2]([NH:1][C:33]([C:30]3[CH:29]=[CH:28][C:27]([O:26][CH2:25][C:24]([F:37])([F:36])[F:23])=[CH:32][N:31]=3)=[O:34])[CH:3]=[CH:4][C:5]=2[F:22])([CH3:21])[N:9]=1. Procedure details: The condensation of (4R,5R)-4-(5-amino-2-fluoro-phenyl)-4-methyl-5-(2,2,2-trifluoro-ethoxy)-5,6-dihydro-4H-[1,3]oxazin-2-ylamine (A8.4) and 5-(2,2,2-trifluoro-ethoxy)-pyridine-2-carboxylic acid following procedure I yielded the title compound as a white solid. MS (ISP): m/z=525.2.